This data is from the Open Reaction Database (ORD), a public repository of structured organic reaction records. The task is: describe an organic reaction: reactants, conditions, products, and yield The reactants are FS(=O)(=O)C=1C=C(C(=O)C2=CC(=C(S2)NC(=O)OCC(Cl)(Cl)Cl)C(=O)OCC)C=CC1 (ethyl 5-(m-fluorosulfonylbenzoyl)-2-(2,2,2-trichloroethoxycarbonylamino)-3-thenoate). Reagents/catalysts: [Zn] (zinc). Solvent: C(C)(C)O (isopropyl alcohol). Product: NC1=C(C=C(S1)C(C1=CC(=CC=C1)S(=O)(=O)F)=O)C(=O)OCC (Ethyl 2-amino-5-(m-fluorosulfonylbenzoyl)-3-thenoate). The yield is 56.0%. Reaction SMILES: [F:1][S:2]([C:5]1[CH:6]=[C:7]([CH:29]=[CH:30][CH:31]=1)[C:8]([C:10]1[S:14][C:13]([NH:15]C(OCC(Cl)(Cl)Cl)=O)=[C:12]([C:24]([O:26][CH2:27][CH3:28])=[O:25])[CH:11]=1)=[O:9])(=[O:4])=[O:3]>[Zn].C(O)(C)C>[NH2:15][C:13]1[S:14][C:10]([C:8](=[O:9])[C:7]2[CH:29]=[CH:30][CH:31]=[C:5]([S:2]([F:1])(=[O:3])=[O:4])[CH:6]=2)=[CH:11][C:12]=1[C:24]([O:26][CH2:27][CH3:28])=[O:25]. Procedure details: A solution of 175 g (0.33 mole) of ethyl 5-(m-fluorosulfonylbenzoyl)-2-(2,2,2-trichloroethoxycarbonylamino)-3-thenoate and 4200 ml of isopropyl alcohol was treated with 175 g of zinc dust at 75° to 77° C. over a 6-minute period. The mixture was held at gentle reflux for 50 minutes before a sudden onset of reaction, characterized by vigorous boiling of the solvent, was noticed. Heating was removed until the reaction subsided. Reflux was continued until all the urethane was consumed, as indicated ...